Dataset: the Open Reaction Database (ORD), a public repository of structured organic reaction records. Task: describe an organic reaction: reactants, conditions, products, and yield Starting materials: C1CCOC1, [Li]CCCC, CCCCCC, CC(C)NC(C)C, [Cl-], Fc1cc(F)cc(Br)c1, [NH4+], CN(C)C=O. The product is O=Cc1c(F)cc(Br)cc1F. As a reaction SMILES: [CH2:29]1[O:30][CH2:31][CH2:32][CH2:33]1.[CH2:8]([Li:9])[CH2:10][CH2:11][CH3:12].[CH3:34][CH2:35][CH2:36][CH2:37][CH2:38][CH3:39].[CH:1]([NH:2][CH:3]([CH3:4])[CH3:5])([CH3:6])[CH3:7].[Cl-:22].[F:13][c:14]1[cH:15][c:16]([Br:21])[cH:17][c:18]([F:20])[cH:19]1.[NH4+:23].[O:24]=[CH:25][N:26]([CH3:27])[CH3:28]>>[F:13][c:14]1[cH:15][c:16]([Br:21])[cH:17][c:18]([F:20])[c:19]1[CH:25]=[O:24].